This data is from the Open Reaction Database (ORD), a public repository of structured organic reaction records. The task is: describe an organic reaction: reactants, conditions, products, and yield Starting materials: Sc1cccc(Br)c1, O=C([O-])[O-], CC(C)=CCBr, Cl, [K+], [K+], CN(C)C=O. The product is CC(C)=CCSc1cccc(Br)c1. RXN SMILES: [Br:1][c:2]1[cH:3][c:4]([SH:8])[cH:5][cH:6][cH:7]1.[C:9](=[O:10])([O-:11])[O-:12].[CH3:15][C:16](=[CH:17][CH2:18][Br:19])[CH3:20].[ClH:21].[K+:13].[K+:14].[O:22]=[CH:23][N:24]([CH3:25])[CH3:26]>>[Br:1][c:2]1[cH:3][c:4]([S:8][CH2:18][CH:17]=[C:16]([CH3:15])[CH3:20])[cH:5][cH:6][cH:7]1. Starting materials: C(C1=CC=CC=C1)C1=CC=C(C=C1)O (p-benzylphenol), C=1(C(=CC=CC1)C)C (xylene), [OH-].[K+] (potassium hydroxide), BrC1=CC(=C(N)C(=C1)C)C (4-bromo-2,6-dimethylaniline). The reagents and catalysts are Cl[Cu] (CuCl). Run in O (water). Conditions: time 12 hour. The product is C(C1=CC=CC=C1)C1=CC=C(OC2=CC(=C(N)C(=C2)C)C)C=C1 (4-(p-benzylphenoxy)-2,6-dimethylaniline). Reaction SMILES: [CH2:1]([C:8]1[CH:13]=[CH:12][C:11]([OH:14])=[CH:10][CH:9]=1)[C:2]1[CH:7]=[CH:6][CH:5]=[CH:4][CH:3]=1.C1(C)C(C)=CC=CC=1.[OH-].[K+].Br[C:26]1[CH:32]=[C:31]([CH3:33])[C:29]([NH2:30])=[C:28]([CH3:34])[CH:27]=1>Cl[Cu].O>[CH2:1]([C:8]1[CH:9]=[CH:10][C:11]([O:14][C:26]2[CH:32]=[C:31]([CH3:33])[C:29]([NH2:30])=[C:28]([CH3:34])[CH:27]=2)=[CH:12][CH:13]=1)[C:2]1[CH:3]=[CH:4][CH:5]=[CH:6][CH:7]=1 |f:2.3|. Procedure: A mixture of 64,4 g (0.35 mole) of p-benzylphenol, 500 ml of xylene and 28 g (0,45 mole) of pulverised potassium hydroxide is heated for 4 hours under reflux. The water formed is removed from the reaction mixture. Then 60 g (0,3 mole) of 4-bromo-2,6-dimethylaniline and 1 g of CuCl are added and the xylene is distilled off under nitrogen until the temperature in the reaction mixture is 160°-170°. The reaction mixture is stirred at this temperature for 12 hours, allowed to cool to 70°-80° C., and ... RXN SMILES: Cl[C:2]1[C:3]2[CH:24]=[C:23]([Cl:25])[CH:22]=[CH:21][C:4]=2[N:5]([CH2:18][CH2:19]Cl)[C:6](=[O:17])[CH:7]([CH2:9][C:10]2[CH:15]=[CH:14][CH:13]=[CH:12][C:11]=2[Cl:16])[N:8]=1.[CH3:26][N:27]1[C:31]2[CH:32]=[C:33](B3OC(C)(C)C(C)(C)O3)[CH:34]=[CH:35][C:30]=2[NH:29][C:28]1=[O:45].[Cl-].[Li+].[OH2:48].[OH-].[Cs+]>O1CCOCC1.C(OCC)(=O)C.O>[Cl:25][C:23]1[CH:22]=[CH:21][C:4]2[N:5]([CH2:18][CH2:19][OH:48])[C:6](=[O:17])[CH:7]([CH2:9][C:10]3[CH:15]=[CH:14][CH:13]=[CH:12][C:11]=3[Cl:16])[N:8]=[C:2]([C:33]3[CH:34]=[CH:35][C:30]4[NH:29][C:28](=[O:45])[N:27]([CH3:26])[C:31]=4[CH:32]=3)[C:3]=2[CH:24]=1 |f:2.3,4.5.6|. The product is ClC1=CC2=C(N(C(C(N=C2C2=CC3=C(NC(N3C)=O)C=C2)CC2=C(C=CC=C2)Cl)=O)CCO)C=C1 (7-chloro-3-(2-chlorobenzyl)-1-(2-hydroxyethyl)-5-(3-methyl-2-oxo-2,3-dihydro-1H-benzo[d]imidazol-5-yl)-1H-benzo[e][1,4]diazepin-2(3H)-one). Procedure: 5,7-Dichloro-3-(2-chlorobenzyl)-1-(2-chloroethyl)-1H-benzo[e][1,4]diazepin-2(3H)-one (0.31 g, 0.75 mmol) and 1-methyl-6-(4,4,5,5-tetramethyl-1,3,2-dioxaborolan-2-yl)-1H-benzo[d]imidazol-2(3H)-one (0.2 g, 0.75 mmol) were dissolved in anhydrous 1,4-dioxane (12 mL) while bubbling nitrogen into the solution. Lithium chloride (95 mg, 2.2 mmol) and [Tetrakis(triphenylphosphine)]palladium(0) (0.09 g, 0.074 mmol) were added followed by cesium hydroxide monohydrate (0.38 g, 2.2 mmol) and water (1 mL). Th... Conditions: temperature 100 celsius, time 20 hour. Run in O (water), C(C)(=O)OCC (ethyl acetate), O1CCOCC1 (1,4-dioxane). Reactants: O.[OH-].[Cs+] (cesium hydroxide monohydrate), ClC=1C2=C(N(C(C(N1)CC1=C(C=CC=C1)Cl)=O)CCCl)C=CC(=C2)Cl (5,7-Dichloro-3-(2-chlorobenzyl)-1-(2-chloroethyl)-1H-benzo[e][1,4]diazepin-2(3H)-one), CN1C(NC2=C1C=C(C=C2)B2OC(C(O2)(C)C)(C)C)=O (1-methyl-6-(4,4,5,5-tetramethyl-1,3,2-dioxaborolan-2-yl)-1H-benzo[d]imidazol-2(3H)-one), [Cl-].[Li+] (Lithium chloride), [Tetrakis(triphenylphosphine)]palladium(0). Starting materials: C(C1=CC=CC=C1)OC1=C(C=O)C=C(C=C1)O (2-Benzyloxy-5-hydroxybenzaldehyde), C([O-])([O-])=O.[K+].[K+] (potassium carbonate), CCOC(=O)C (EtOAc), C(C=C)Br (allyl bromide). Run in CN(C)C=O (DMF). Run at temperature 60 celsius, time 1 hour. Yields the product C(C1=CC=CC=C1)OC1=C(C=O)C=C(C=C1)OCC=C (2-Benzyloxy-5-[(2-propenyl)oxy]benzaldehyde). RXN SMILES: [CH2:1]([O:8][C:9]1[CH:16]=[CH:15][C:14]([OH:17])=[CH:13][C:10]=1[CH:11]=[O:12])[C:2]1[CH:7]=[CH:6][CH:5]=[CH:4][CH:3]=1.C(=O)([O-])[O-].[K+].[K+].[CH2:24](Br)[CH:25]=[CH2:26].CCOC(C)=O>CN(C=O)C>[CH2:1]([O:8][C:9]1[CH:16]=[CH:15][C:14]([O:17][CH2:26][CH:25]=[CH2:24])=[CH:13][C:10]=1[CH:11]=[O:12])[C:2]1[CH:3]=[CH:4][CH:5]=[CH:6][CH:7]=1 |f:1.2.3|. Reported procedure: To a solution of the product from Step A (75.4 mmol) in 100 mL of DMF was added potassium carbonate (20.8 g, 150.7 mmol), followed by allyl bromide (11.7 mL, 135 mmol). The reaction was warmed to 60° C. and stirred for one hour. The solution was poured into EtOAc and washed with water, saturated NaHCO3 solution and brine, dried (Na2SO4), filtered, and concentrated in vacuo. The resulting product was purified by silica gel chromatography (20-30% EtOAc/hexane) to provide the titled product, along ... The reactants are CCN1CCC(N2CCc3ccccc32)C(CO)C1, Oc1ccc(F)cc1, CCOC(=O)N=NC(=O)OCC, C1CCOC1, O, c1ccc(P(c2ccccc2)c2ccccc2)cc1. As a reaction SMILES: [CH2:28]([CH3:29])[N:30]1[CH2:31][CH:32]([CH2:45][OH:46])[CH:33]([N:36]2[CH2:37][CH2:38][c:39]3[cH:40][cH:41][cH:42][cH:43][c:44]32)[CH2:34][CH2:35]1.[F:1][c:2]1[cH:3][cH:4][c:5]([OH:8])[cH:6][cH:7]1.[O:47]=[C:48]([O:49][CH2:50][CH3:51])[N:52]=[N:53][C:54]([O:55][CH2:56][CH3:57])=[O:58].[O:59]1[CH2:60][CH2:61][CH2:62][CH2:63]1.[OH2:64].[c:9]1([P:10]([c:11]2[cH:12][cH:13][cH:14][cH:15][cH:16]2)[c:17]2[cH:18][cH:19][cH:20][cH:21][cH:22]2)[cH:23][cH:24][cH:25][cH:26][cH:27]1>>[F:1][c:2]1[cH:3][cH:4][c:5]([O:8][CH2:45][CH:32]2[CH2:31][N:30]([CH2:28][CH3:29])[CH2:35][CH2:34][CH:33]2[N:36]2[CH2:37][CH2:38][c:39]3[cH:40][cH:41][cH:42][cH:43][c:44]32)[cH:6][cH:7]1. The product is CCN1CCC(N2CCc3ccccc32)C(COc2ccc(F)cc2)C1. Procedure details: To a solution of 6-ethyl-2-methanesulfonyl-pyrimidine-4-carboxylic acid ethyl ester (100 mg, 0.39 mmol) in ethanol (4 mL), sodium ethylate (134 mg, 1.94 mmol) is added. The reaction mixture is stirred for 2 h, ethanol is evaporated and the residue is dissolved in EtOAc (25 mL). The org. solution is washed with 1M aq. KHSO4, followed by brine, dried over MgSO4, filtered and evaporated give 2-ethoxy-6-ethyl-pyrimidine-4-carboxylic acid as a yellow oil (35 mg); LC-MS: tR=0.72 min, [M+H]+=197.07. The reactants are C(C)OC(=O)C1=NC(=NC(=C1)CC)S(=O)(=O)C (6-ethyl-2-methanesulfonyl-pyrimidine-4-carboxylic acid ethyl ester), CC[O-].[Na+] (sodium ethylate). Isolated yield 45.7%. RXN SMILES: C([O:3][C:4]([C:6]1[CH:11]=[C:10]([CH2:12][CH3:13])[N:9]=[C:8](S(C)(=O)=O)[N:7]=1)=[O:5])C.[CH3:18][CH2:19][O-:20].[Na+]>C(O)C>[CH2:19]([O:20][C:8]1[N:7]=[C:6]([C:4]([OH:3])=[O:5])[CH:11]=[C:10]([CH2:12][CH3:13])[N:9]=1)[CH3:18] |f:1.2|. Product: C(C)OC1=NC(=CC(=N1)C(=O)O)CC (2-ethoxy-6-ethyl-pyrimidine-4-carboxylic acid). Solvent: C(C)O (ethanol). Reaction conditions: time 2 hour.